This data is from the Open Reaction Database (ORD), a public repository of structured organic reaction records. The task is: describe an organic reaction: reactants, conditions, products, and yield Reactants: O=C(O)C12CC3CC(CC(C3)C1)C2, CO, [Cl-], Cl, Cl, NCCc1ccc(O)c(O)c1, [NH4+], [OH-], O, c1ccncc1. Product: O=C(NCCc1ccc(O)c(O)c1)C12CC3CC(CC(C3)C1)C2. Reaction SMILES: [C:14]12([C:24](=[O:25])[OH:26])[CH2:15][CH:16]3[CH2:17][CH:18]([CH2:19][CH:20]([CH2:21]1)[CH2:22]3)[CH2:23]2.[CH3:31][OH:32].[Cl-:13].[ClH:1].[ClH:29].[NH2:2][CH2:3][CH2:4][c:5]1[cH:6][c:7]([OH:8])[c:9]([OH:10])[cH:11][cH:12]1.[NH4+:27].[OH-:28].[OH2:30].[cH:33]1[cH:34][cH:35][n:36][cH:37][cH:38]1>>[NH:2]([CH2:3][CH2:4][c:5]1[cH:6][c:7]([OH:8])[c:9]([OH:10])[cH:11][cH:12]1)[C:24]([C:14]12[CH2:15][CH:16]3[CH2:17][CH:18]([CH2:19][CH:20]([CH2:21]1)[CH2:22]3)[CH2:23]2)=[O:25]. Starting materials: C1CCOC1, ClC(Cl)(Cl)C(Cl)(Cl)Cl, Nc1cccc(C=C2c3ccccc3CCc3sccc32)c1. Yields the product Nc1cccc(C=C2c3ccccc3CCc3sc(Cl)cc32)c1. RXN SMILES: [CH2:31]1[O:32][CH2:33][CH2:34][CH2:35]1.[Cl:23][C:24]([C:25]([Cl:26])([Cl:27])[Cl:28])([Cl:29])[Cl:30].[s:1]1[cH:2][cH:3][c:4]2[c:10]1[CH2:9][CH2:8][c:7]1[c:6]([cH:14][cH:13][cH:12][cH:11]1)[C:5]2=[CH:15][c:16]1[cH:17][c:18]([NH2:22])[cH:19][cH:20][cH:21]1>>[s:1]1[c:2]([Cl:23])[cH:3][c:4]2[c:10]1[CH2:9][CH2:8][c:7]1[c:6]([cH:14][cH:13][cH:12][cH:11]1)[C:5]2=[CH:15][c:16]1[cH:17][c:18]([NH2:22])[cH:19][cH:20][cH:21]1. Reactants: C[Co](C1=CC=CC1)C (bis-methyl-cyclopenta-dienyl-cobalt), C[Co](C1=CC=CC1)C (bis-methyl-cyclopenta-dienyl-cobalt), Co(CH3C5H4)2, [H][H] (hydrogen), 14d, C[Co](C1=CC=CC1)C (bis-methyl-cyclopenta-dienyl-cobalt), 14a. Yields the product [Co] (Cobalt), C[Co](C1=CC=CC1)C (bis-methyl-cyclopenta-dienyl-cobalt). As a reaction SMILES: [CH3:1][Co:2]([CH3:8])[C:3]1[CH2:7][CH:6]=[CH:5][CH:4]=1.[H][H]>>[Co:2].[CH3:1][Co:2]([CH3:8])[C:3]1[CH2:7][CH:6]=[CH:5][CH:4]=1. Reported procedure: Subsequently, the gas source 14d vaporizes bis-methyl-cyclopenta-dienyl-cobalt expressed by the chemical formula "Co(CH3C5H4)2 ", and the bis-methyl-cyclopenta-dienyl-cobalt gas is carried on hydrogen gas. The gaseous mixture is supplied to the chamber 14a. The hydrogen carrier gas is regulated 100 to 400 sccm, and the bis-methyl-cyclopenta-dienyl-cobalt gas is regulated to 10 to 40 sccm. The gaseous mixture is maintained at 13 to 52 Pa in the chamber, and the p-type silicon substrate 11 is heat... The reactants are ClC=1C=C(C=2N(N1)C=CN2)NC2=NC(=CC=C2)C(F)(F)F (6-chloro-N-(6-(trifluoromethyl)pyridin-2-yl)imidazo[1,2-b]pyridazin-8-amine), C1(=CC=CC=C1)B(O)O (phenylboronic acid), CC(C)C1=CC(=C(C(=C1)C(C)C)C2=C(C=CC=C2)P(C3CCCCC3)C4CCCCC4)C(C)C (X-phos), C(=O)([O-])[O-].[K+].[K+] (K2CO3). Reagents/catalysts: C=1C=CC(=CC1)/C=C/C(=O)/C=C/C2=CC=CC=C2.C=1C=CC(=CC1)/C=C/C(=O)/C=C/C2=CC=CC=C2.C=1C=CC(=CC1)/C=C/C(=O)/C=C/C2=CC=CC=C2.[Pd].[Pd] (Pd2(dba)3), Cl (HCl). Run in O1CCOCC1 (dioxane), O (water), CO (methanol). Reaction conditions: temperature 100 celsius, time 4 hour. Product: Cl.C1(=CC=CC=C1)C=1C=C(C=2N(N1)C=CN2)NC2=NC(=CC=C2)C(F)(F)F (6-phenyl-N-(6-(trifluoromethyl)pyridin-2-yl)imidazo[1,2-b]pyridazin-8-amine hydrochloride). Isolated yield 33.2%. RXN SMILES: [Cl:1][C:2]1[CH:3]=[C:4]([NH:11][C:12]2[CH:17]=[CH:16][CH:15]=[C:14]([C:18]([F:21])([F:20])[F:19])[N:13]=2)[C:5]2[N:6]([CH:8]=[CH:9][N:10]=2)[N:7]=1.[C:22]1(B(O)O)[CH:27]=[CH:26][CH:25]=[CH:24][CH:23]=1.CC(C1C=C(C(C)C)C(C2C=CC=CC=2P(C2CCCCC2)C2CCCCC2)=C(C(C)C)C=1)C.C([O-])([O-])=O.[K+].[K+]>O1CCOCC1.O.CO.Cl.C1C=CC(/C=C/C(/C=C/C2C=CC=CC=2)=O)=CC=1.C1C=CC(/C=C/C(/C=C/C2C=CC=CC=2)=O)=CC=1.C1C=CC(/C=C/C(/C=C/C2C=CC=CC=2)=O)=CC=1.[Pd].[Pd]>[ClH:1].[C:22]1([C:2]2[CH:3]=[C:4]([NH:11][C:12]3[CH:17]=[CH:16][CH:15]=[C:14]([C:18]([F:21])([F:20])[F:19])[N:13]=3)[C:5]3[N:6]([CH:8]=[CH:9][N:10]=3)[N:7]=2)[CH:27]=[CH:26][CH:25]=[CH:24][CH:23]=1 |f:3.4.5,10.11.12.13.14,15.16|. Procedure details: A mixture of 6-chloro-N-(6-(trifluoromethyl)pyridin-2-yl)imidazo[1,2-b]pyridazin-8-amine (157 mg, 0.5 mmol), phenylboronic acid (92 mg, 0.75 mmol), Pd2(dba)3 (29 mg, 0.05 mmol), X-phos (96 mg, 0.2 mmol) and K2CO3 (208 mg, 1.5 mmol) in dioxane (10 mL) and water (1 mL) was heated to 100° C. with stirring for 4 h under N2. The solvent was removed in vacuo and the resulting mixture was purified by chromatography (silica gel, 200-300 mesh, petroleum ether:ethyl acetate=3:1) to give crude product (135... Reactants: ClC1=[N+](C(=CC=C1)Cl)[O-] (2,6-dichloropyridine N-oxide), C1(=CC=CC=C1)O (phenol), [OH-].[Na+] (sodium hydroxide). The solvent is CS(=O)C (DMSO). The product is ClC1=[N+](C(=CC=C1)OC1=CC=CC=C1)[O-] (2-chloro-6-phenyloxypyridine N-oxide). Reaction SMILES: Cl[C:2]1[CH:7]=[CH:6][CH:5]=[C:4]([Cl:8])[N+:3]=1[O-:9].[C:10]1([OH:16])[CH:15]=[CH:14][CH:13]=[CH:12][CH:11]=1.[OH-].[Na+]>CS(C)=O>[Cl:8][C:4]1[CH:5]=[CH:6][CH:7]=[C:2]([O:16][C:10]2[CH:15]=[CH:14][CH:13]=[CH:12][CH:11]=2)[N+:3]=1[O-:9] |f:2.3|. Procedure: The 0.82 g (0.0050 moles) of 2,6-dichloropyridine N-oxide and 0.47 g (0.0050 moles of phenol was reacted with 0.200 g (0.0050 moles) of ground sodium hydroxide in 8.2 ml of DMSO at 80° C. for 6 hours to give 2-chloro-6-phenyloxypyridine N-oxide. It was reacted with 0.600 g (0.015 moles) of ground sodium hydroxide at 80° C. for 3.5 hours to give 1-hydroxy-6-phenyoxypyridine-2-(1H)-one. After cooling, it was added 74 ml of water and was adjusted with 6N HCl to pH 3. The water solution was extracte... The reactants are [N+](=O)([O-])C=1C=CC=2C(=NC(N2)=S)C1 (6-nitrobenzimidazol-2-thione), BrCCCCCN(C(=O)NC1=C(C=C(C=C1)F)F)CCCCCCC (N-(5-bromopentyl)-N'-(2,4-difluorophenyl)-N-heptylurea), [H-].[Na+] (sodium hydride), [I-].[Na+] (sodium iodide). The solvent is O (water), CN(C=O)C (N,N-dimethylformamide), CN(C=O)C (N,N-dimethylformamide), CN(C=O)C (N,N-dimethylformamide). Reaction conditions: time 30 minute. Product: FC1=C(C=CC(=C1)F)NC(N(CCCCCSC1=NC2=C(N1)C=C(C=C2)[N+](=O)[O-])CCCCCCC)=O (N'-(2,4-difluorophenyl)-N-heptyl-N-[5-(6-nitro-1H-benzimidazol-2-ylthio)pentyl]urea). Isolated yield 337.0%. As a reaction SMILES: [H-].[Na+].[I-].[Na+].[N+:5]([C:8]1[CH:9]=[CH:10][C:11]2[C:12]([CH:17]=1)=[N:13][C:14](=[S:16])[N:15]=2)([O-:7])=[O:6].Br[CH2:19][CH2:20][CH2:21][CH2:22][CH2:23][N:24]([CH2:36][CH2:37][CH2:38][CH2:39][CH2:40][CH2:41][CH3:42])[C:25]([NH:27][C:28]1[CH:33]=[CH:32][C:31]([F:34])=[CH:30][C:29]=1[F:35])=[O:26]>CN(C)C=O.O>[F:35][C:29]1[CH:30]=[C:31]([F:34])[CH:32]=[CH:33][C:28]=1[NH:27][C:25](=[O:26])[N:24]([CH2:36][CH2:37][CH2:38][CH2:39][CH2:40][CH2:41][CH3:42])[CH2:23][CH2:22][CH2:21][CH2:20][CH2:19][S:16][C:14]1[NH:13][C:12]2[CH:17]=[C:8]([N+:5]([O-:7])=[O:6])[CH:9]=[CH:10][C:11]=2[N:15]=1 |f:0.1,2.3|. Reported procedure: Part E. To a suspension of sodium hydride (0.04 g, 60% mineral oil dispersion, 0.001 mol; washed free of mineral oil with hexane) and sodium iodide (0.15 g; 0.0011 mol) in N,N-dimethylformamide (10 mL) under a nitrogen atmosphere, cooled to 0°, a solution of 6-nitrobenzimidazol-2-thione (0.975 g; 0.005 mol) in N,N-dimethylformamide (5 mL) was added slowly. The reaction mixture was stirred for 30 minutes and then a solution of N-(5-bromopentyl)-N'-(2,4-difluorophenyl)-N-heptylurea (0.42 g, 0.001 ... The reactants are D4, FC(C=1C=C(C=NC1)O)(F)F (5-(trifluoromethyl)pyridin-3-ol), FC1=C(C#N)C=C(C=C1)C=O (2-fluoro-5-formylbenzonitrile). The product is C(=O)C=1C=CC(=C(C#N)C1)OC=1C=NC=C(C1)C(F)(F)F (5-formyl-2-((5-(trifluoromethyl)pyridin-3-yl)oxy)benzonitrile). As a reaction SMILES: [F:1][C:2]([F:11])([F:10])[C:3]1[CH:4]=[C:5]([OH:9])[CH:6]=[N:7][CH:8]=1.F[C:13]1[CH:20]=[CH:19][C:18]([CH:21]=[O:22])=[CH:17][C:14]=1[C:15]#[N:16]>>[CH:21]([C:18]1[CH:19]=[CH:20][C:13]([O:9][C:5]2[CH:6]=[N:7][CH:8]=[C:3]([C:2]([F:1])([F:10])[F:11])[CH:4]=2)=[C:14]([CH:17]=1)[C:15]#[N:16])=[O:22]. Procedure details: The title compound was prepared by a procedure similar to that described for D4 starting from 5-(trifluoromethyl)pyridin-3-ol and 2-fluoro-5-formylbenzonitrile. The reactants are Cl.BrC1=CC=NC=C1 (4-bromopyridine hydrochloride), Grignard reagent, COC1=CC=C(C=C1)[Mg]Br (4-methoxyphenylmagnesium bromide), BrC1=CC=C(C=C1)OC (4-bromoanisole), [Mg] (magnesium). Reagents/catalysts: C1=CC=C(C=C1)P(C2=CC=CC=C2)C3=CC=CC=C3.C1=CC=C(C=C1)P(C2=CC=CC=C2)C3=CC=CC=C3.[Cl-].[Cl-].[Ni+2] (bis-(triphenylphosphine)nickel (II) chloride). The solvent is O1CCCC1 (tetrahydrofuran), O1CCCC1 (tetrahydrofuran), C(C)(C)(C)OC (t-butylmethylether). Conditions: temperature -10 celsius, time 60 minute. Product: COC1=CC=C(C=C1)C1=CC=NC=C1 (4-(4-methoxyphenyl)pyridine). RXN SMILES: [CH3:1][O:2][C:3]1[CH:8]=[CH:7][C:6]([Mg]Br)=[CH:5][CH:4]=1.BrC1C=CC(OC)=CC=1.[Mg].Cl.Br[C:23]1[CH:28]=[CH:27][N:26]=[CH:25][CH:24]=1>O1CCCC1.C1C=CC(P(C2C=CC=CC=2)C2C=CC=CC=2)=CC=1.C1C=CC(P(C2C=CC=CC=2)C2C=CC=CC=2)=CC=1.[Cl-].[Cl-].[Ni+2].C(OC)(C)(C)C>[CH3:1][O:2][C:3]1[CH:8]=[CH:7][C:6]([C:23]2[CH:28]=[CH:27][N:26]=[CH:25][CH:24]=2)=[CH:5][CH:4]=1 |f:3.4,6.7.8.9.10|. Procedure: A solution of 4-methoxyphenylmagnesium bromide, prepared from 4-bromoanisole (150 g 0.80 mol) and magnesium (20 g, 0.83 mol) in dry tetrahydrofuran (300 mL) is filtered, cooled to −10° C. and added cautiously to a stirred mixture of bis-(triphenylphosphine)nickel (II) chloride (1.5 g 2.25 mmol) and 4-bromopyridine hydrochloride (65 g, 0.334 mol) in dry tetrahydrofuran (300 mL) at 10° C. under an argon atmosphere. After 50% of the Grignard reagent had been added a vigorous, exothermic reaction se...